This data is from the Open Reaction Database (ORD), a public repository of structured organic reaction records. The task is: describe an organic reaction: reactants, conditions, products, and yield The yield is 54.4%. The reactants are ClC1=NC(=CC(=C1NC(COC(C)=O)=O)Cl)C (N-[2,4-Dichloro-6-methylpyridin-3-yl]-2-acetyloxyacetamide), C1COCCOCCOCCOCCOCCO1 (18-crown-6), CS(=O)C (dimethyl sulfoxide), O (water), O (water), O (water), C[S-].[Na+] (sodium thiomethoxide). Run in C(Cl)(Cl)Cl (chloroform). Product: CSC1=NC(=CC(=C1NC(CO)=O)SC)C (N-[2,4-bis(methylthio)-6-methylpyridin-3-yl]-2-hydroxyacetamide). Procedure: Sodium thiomethoxide powder (5.06 g, 72.19 mmol) was added to a solution of N-[2,4-dichloro-6-methylpyridin-3-yl]-2-acetyloxyacetamide (5.00 g, 18.04 mmol) and 18-crown-6 (0.48 g, 1.82 mmol) in dimethyl sulfoxide (40 mL), followed by stirring at an internal temperature of 75 to 81° C. for 1 hour. After the reaction mixture was left to cool, chloroform and water were added thereto. The formed organic layer was separated, and the aqueous layer was extracted with chloroform. The obtained organic la... Conditions: temperature 52.5 celsius, time 2.5 hour. Reaction SMILES: Cl[C:2]1[C:7]([NH:8][C:9](=[O:15])[CH2:10][O:11]C(=O)C)=[C:6](Cl)[CH:5]=[C:4]([CH3:17])[N:3]=1.C1OCCOCCOCCOCCOCCOC1.O.[CH3:37][S-:38].[Na+].C[S:41]([CH3:43])=O>C(Cl)(Cl)Cl>[CH3:37][S:38][C:2]1[C:7]([NH:8][C:9](=[O:15])[CH2:10][OH:11])=[C:6]([S:41][CH3:43])[CH:5]=[C:4]([CH3:17])[N:3]=1 |f:3.4|. The reactants are Br, COc1cc(CSC)c(-c2cccnc2OC)cc1C(C)(C)C, CC(=O)O, [K+], [K+], O=C([O-])[O-], O. Yields the product COc1cc(CSC)c(-c2ccc[nH]c2=O)cc1C(C)(C)C. As a reaction SMILES: [BrH:24].[C:1]([CH3:2])([CH3:3])([CH3:4])[c:5]1[c:6]([O:22][CH3:23])[cH:7][c:8]([CH2:19][S:20][CH3:21])[c:9](-[c:11]2[c:12]([O:17][CH3:18])[n:13][cH:14][cH:15][cH:16]2)[cH:10]1.[C:25]([OH:26])(=[O:27])[CH3:28].[K+:29].[K+:30].[O-:31][C:32]([O-:33])=[O:34].[OH2:35]>>[C:1]([CH3:2])([CH3:3])([CH3:4])[c:5]1[c:6]([O:22][CH3:23])[cH:7][c:8]([CH2:19][S:20][CH3:21])[c:9](-[c:11]2[c:12](=[O:17])[nH:13][cH:14][cH:15][cH:16]2)[cH:10]1. Reactants: C(C)(=O)N1CC=2N(C3=CC=CC=C3C2CC1)CC (2-acetyl-9-ethyl-1,2,3,4-tetrahydro-β-carboline), Cl (HCl). Solvent: [OH-].[Na+] (NaOH), CO.O (methanol water), C(C)OCC (diethyl ether). Yields the product hydrochloride salt, C(C)N1C2=CC=CC=C2C=2CCNCC12 (9-ethyl-1,2,3,4-tetrahydro-β-carboline). As a reaction SMILES: C([N:4]1[CH2:16][CH2:15][C:14]2[C:13]3[C:8](=[CH:9][CH:10]=[CH:11][CH:12]=3)[N:7]([CH2:17][CH3:18])[C:6]=2[CH2:5]1)(=O)C.Cl>[OH-].[Na+].CO.O.C(OCC)C>[CH2:17]([N:7]1[C:6]2[CH2:5][NH:4][CH2:16][CH2:15][C:14]=2[C:13]2[C:8]1=[CH:9][CH:10]=[CH:11][CH:12]=2)[CH3:18] |f:2.3,4.5|. Procedure: A portion of the crude 2-acetyl-9-ethyl-1,2,3,4-tetrahydro-β-carboline (1.7 was heated at reflux for 4.5 hours in 2 N NaOH (50 mL) in methanol:water (2:3, v/v). The methanol was removed by evaporation under vacuum, and the crude 9-ethyl-1,2,3,4-tetrahydro-β-carboline free base was extracted into chloroform. This extract was dried over anhydrous MgSO4, filtered, and the filtrate evaporated under vacuum. The hydrochloride salt was prepared by passing dry HCl through a solution of the crude free ba... The reactants are N1=C(C=CC=C1)CC(=O)OCC (ethyl 2-(2-pyridinyl)acetate), COC(N(C)C)OC (dimethoxy-N,N-dimethylmethanamine), N,N,N′,N′-tetramethylenediamine, [NH4+].[Cl-] (NH4Cl). Run in mixture, CCOC(=O)C (AcOEt). Reaction conditions: temperature 130 celsius. The product is CN(C=C(C(=O)OC)C1=NC=CC=C1)C (Methyl 3-(dimethylamino)-2-(2-pyridinyl)-2-propenoate). RXN SMILES: [N:1]1[CH:6]=[CH:5][CH:4]=[CH:3][C:2]=1[CH2:7][C:8]([O:10][CH2:11]C)=[O:9].CO[CH:15](OC)[N:16]([CH3:18])[CH3:17].[NH4+].[Cl-]>CCOC(C)=O>[CH3:15][N:16]([CH3:18])[CH:17]=[C:7]([C:2]1[CH:3]=[CH:4][CH:5]=[CH:6][N:1]=1)[C:8]([O:10][CH3:11])=[O:9] |f:2.3|. Procedure: 10 g of ethyl 2-(2-pyridinyl)acetate, 39 ml of dimethoxy-N,N-dimethylmethanamine and 1.5 ml of N,N,N′,N′-tetramethylenediamine are mixed and the mixture is heated at 130° C. for 18 hours. The mixture is taken up in 120 ml of a mixture of equal volumes of AcOEt and of a saturated NH4Cl solution. The organic phase is separated by settling, washed with a saturated NaCl solution, dried over Na2SO4 and evaporated to produce the expected product in the form of an oil. Reactants: C(#N)C=1C=C(C(=NC1C1=CN(C2=NC=C(C=C21)F)S(=O)(=O)C2=CC=C(C)C=C2)NC(CC(=O)OCC)C2(CCCC2)C)F (racemic ethyl 3-(5-cyano-3-fluoro-6-(5-fluoro-1-tosyl-1H-pyrrolo[2,3-b]pyridin-3-yl)pyridin-2-ylamino)-3-(1-methylcyclopentyl)propanoate), C(#N)C=1C=C(C(=NC1C1=CN(C2=NC=C(C=C21)F)S(=O)(=O)C2=CC=C(C)C=C2)N[C@H](CC(=O)OCC)C2(CCCC2)C)F ((R)-ethyl 3-(5-cyano-3-fluoro-6-(5-fluoro-1-tosyl-1H-pyrrolo[2,3-b]pyridin-3-yl)pyridin-2-ylamino)-3-(1-methylcyclopentyl)propanoate), C[O-].[Na+] (sodium methoxide). The solvent is C(=O)(O)[O-].[Na+] (NaHCO3), CCOC(=O)C (EtOAc), C1CCOC1 (THF). Reaction conditions: time 5 minute. The product is C(#N)C=1C=C(C(=NC1C1=CNC2=NC=C(C=C21)F)N[C@H](CC(=O)OC)C2(CCCC2)C)F ((R)-methyl 3-(5-cyano-3-fluoro-6-(5-fluoro-1H-pyrrolo[2,3-b]pyridin-3-yl)pyridin-2-ylamino)-3-(1-methylcyclopentyl)propanoate). As a reaction SMILES: [C:1]([C:3]1[CH:4]=[C:5]([F:43])[C:6]([NH:29][CH:30]([C:37]2([CH3:42])[CH2:41][CH2:40][CH2:39][CH2:38]2)[CH2:31][C:32]([O:34][CH2:35]C)=[O:33])=[N:7][C:8]=1[C:9]1[C:17]2[C:12](=[N:13][CH:14]=[C:15]([F:18])[CH:16]=2)[N:11](S(C2C=CC(C)=CC=2)(=O)=O)[CH:10]=1)#[N:2].C(C1C=C(F)C(N[C@@H](C2(C)CCCC2)CC(OCC)=O)=NC=1C1C2C(=NC=C(F)C=2)N(S(C2C=CC(C)=CC=2)(=O)=O)C=1)#N.C[O-].[Na+]>C1COCC1.C([O-])(O)=O.[Na+].CCOC(C)=O>[C:1]([C:3]1[CH:4]=[C:5]([F:43])[C:6]([NH:29][C@@H:30]([C:37]2([CH3:42])[CH2:38][CH2:39][CH2:40][CH2:41]2)[CH2:31][C:32]([O:34][CH3:35])=[O:33])=[N:7][C:8]=1[C:9]1[C:17]2[C:12](=[N:13][CH:14]=[C:15]([F:18])[CH:16]=2)[NH:11][CH:10]=1)#[N:2] |f:2.3,5.6|. Reported procedure: To a solution of racemic ethyl 3-(5-cyano-3-fluoro-6-(5-fluoro-1-tosyl-1H-pyrrolo[2,3-b]pyridin-3-yl)pyridin-2-ylamino)-3-(1-methylcyclopentyl)propanoate, 144a, (0.150 g, 0.247 mmol) in THF (20 mL) was added sodium methoxide (0.053 mL of 25% wt solution in MeOH, 0.247 mmol). The reaction mixture was stirred at room temperature for 5 minutes. The reaction mixture was diluted with aqueous saturated NaHCO3 solution and EtOAc. The organic phase was dried over MgSO4, filtered and concentrated in vacu... Reactants: 5(b), [Si](C)(C)(C(C)(C)C)OC[C@@H](C)N1C(O[C@H](C1)COC1=CC(=CC=C1)Cl)=O (3-[2-t-butyldimethylsilyloxy-1(R)-methylethyl]-5(R)-(3-chlorophenoxymethyl)oxazolidin-2-one), [F-].C(CCC)[N+](CCCC)(CCCC)CCCC (tetrabutylammonium fluoride). Solvent: O1CCCC1 (tetrahydrofuran). Yields the product ClC=1C=C(OC[C@H]2CN(C(O2)=O)[C@@H](CO)C)C=CC1 (2(R)-[5(R)-(3-Chlorophenoxymethyl)-2-oxooxazolidin-3-yl]propanol). The yield is 98.2%. RXN SMILES: [Si]([O:8][CH2:9][C@H:10]([N:12]1[CH2:16][C@H:15]([CH2:17][O:18][C:19]2[CH:24]=[CH:23][CH:22]=[C:21]([Cl:25])[CH:20]=2)[O:14][C:13]1=[O:26])[CH3:11])(C(C)(C)C)(C)C.[F-].C([N+](CCCC)(CCCC)CCCC)CCC>O1CCCC1>[Cl:25][C:21]1[CH:20]=[C:19]([CH:24]=[CH:23][CH:22]=1)[O:18][CH2:17][C@@H:15]1[O:14][C:13](=[O:26])[N:12]([C@H:10]([CH3:11])[CH2:9][OH:8])[CH2:16]1 |f:1.2|. Procedure details: A procedure similar to that described in Preparation 5(b) was repeated, except that 3.25 g of 3-[2-t-butyldimethylsilyloxy-1(R)-methylethyl]-5(R)-(3-chlorophenoxymethyl)oxazolidin-2-one (prepared as described in Preparation 43), 24 ml of tetrabutylammonium fluoride (26% w/v in tetrahydrofuran) and 30 ml of anhydrous tetrahydrofuran were used, to give 2.28 g of the title compound, melting at 76° C. to 78° C. and having [α]D =-65.4° (methanol, c=1.060). Starting materials: COC1=CC=C(C=C1)O (4-methoxyphenol), BrCC(CCCC)CC (1-bromo-2-ethylhexane). The solvent is CO (methanol), CO (methanol). The product is COC1=CC=C(C=C1)OCC(CCCC)CC (1-methoxy-4-(2'-ethylhexyloxy)benzene). Isolated yield 43.4%. RXN SMILES: [CH3:1][O:2][C:3]1[CH:8]=[CH:7][C:6]([OH:9])=[CH:5][CH:4]=1.Br[CH2:11][CH:12]([CH2:17][CH3:18])[CH2:13][CH2:14][CH2:15][CH3:16]>CO>[CH3:1][O:2][C:3]1[CH:8]=[CH:7][C:6]([O:9][CH2:11][CH:12]([CH2:17][CH3:18])[CH2:13][CH2:14][CH2:15][CH3:16])=[CH:5][CH:4]=1. Reported procedure: Sodium metal (6.50 g, 283 mmol) was dissolved in dry methanol (100 ml) under Ar to give a 2.5M solution of sodium methoxide. A solution of 4-methoxyphenol (29.3 g, 236 mmol) in dry methanol (150 ml) was added and this mixture was heated to reflux for 30 min. After cooling to room temperature, a solution of 1-bromo-2-ethylhexane (46.5 g, 259 mmol) in dry methanol (150 ml) was added dropwise. The mixture was then heated to reflux for 18 hours. The solvent was removed in vacuo, the residue dissolve... Starting materials: Cc1ccc(S(=O)(=O)Sc2cc(C)c(O)cc2C(C)(C)C)cc1, O=C1C=C(O)CC(CCc2ccc(O)cc2)(C2CCCCC2)O1, [K+], [K+], O=C([O-])[O-], CN(C)C=O. The product is Cc1cc(SC2=C(O)CC(CCc3ccc(O)cc3)(C3CCCCC3)OC2=O)c(C(C)(C)C)cc1O. RXN SMILES: [C:24]([CH3:25])([CH3:26])([CH3:27])[c:28]1[c:29]([S:36][S:37]([c:38]2[cH:39][cH:40][c:41]([CH3:42])[cH:43][cH:44]2)(=[O:45])=[O:46])[cH:30][c:31]([CH3:35])[c:32]([OH:34])[cH:33]1.[CH:1]1([C:7]2([CH2:15][CH2:16][c:17]3[cH:18][cH:19][c:20]([OH:23])[cH:21][cH:22]3)[CH2:8][C:9]([OH:14])=[CH:10][C:11](=[O:13])[O:12]2)[CH2:2][CH2:3][CH2:4][CH2:5][CH2:6]1.[K+:47].[K+:48].[O-:49][C:50]([O-:51])=[O:52].[O:53]=[CH:54][N:55]([CH3:56])[CH3:57]>>[CH:1]1([C:7]2([CH2:15][CH2:16][c:17]3[cH:18][cH:19][c:20]([OH:23])[cH:21][cH:22]3)[CH2:8][C:9]([OH:14])=[C:10]([S:36][c:29]3[c:28]([C:24]([CH3:25])([CH3:26])[CH3:27])[cH:33][c:32]([OH:34])[c:31]([CH3:35])[cH:30]3)[C:11](=[O:13])[O:12]2)[CH2:2][CH2:3][CH2:4][CH2:5][CH2:6]1. Starting materials: BrC1=C(N=CC(=N1)C(=O)O)Cl (6-bromo-5-chloro-pyrazine-2-carboxylic acid), N1CCCCC1 (piperidine), CN(C)C=O (DMF). The product is COC(=O)C1=NC(=C(N=C1)Cl)N1CCCCC1 (5-Chloro-6-piperidin-1-yl-pyrazine-2-carboxylic acid methyl ester). RXN SMILES: Br[C:2]1[N:7]=[C:6]([C:8]([OH:10])=[O:9])[CH:5]=[N:4][C:3]=1[Cl:11].[NH:12]1[CH2:17][CH2:16][CH2:15][CH2:14][CH2:13]1.[CH3:18]N(C=O)C>>[CH3:18][O:10][C:8]([C:6]1[CH:5]=[N:4][C:3]([Cl:11])=[C:2]([N:12]2[CH2:17][CH2:16][CH2:15][CH2:14][CH2:13]2)[N:7]=1)=[O:9]. Procedure details: From a mixture of 1 g (3.98 mmol) 6-bromo-5-chloro-pyrazine-2-carboxylic acid and 0.508 g (5.97 mmol) piperidine in 1 mL DMF 0.61 g (60%) of the title compound were filtered off as slightly yellow crystals. m/z (ES+): 256.4 (M+H). Reactants: CC1=CC=C2C(N3C(=NC2=C1)NC1=C3C=C(C(=C1)C)C)=O (3,8,9-trimethylbenzimidazo[2,1-b]quinazolin-12(6H)one), CI (methyl iodide). The product is CC1=CC=C2C(N3C(=NC2=C1)N(C1=C3C=C(C(=C1)C)C)C)=O (3,6,8,9-Tetramethylbenzimidazo[2,1-b]quinazolin-12(6H)-one). RXN SMILES: [CH3:1][C:2]1[CH:11]=[C:10]2[C:5]([C:6](=[O:21])[N:7]3[C:14]4[CH:15]=[C:16]([CH3:20])[C:17]([CH3:19])=[CH:18][C:13]=4[NH:12][C:8]3=[N:9]2)=[CH:4][CH:3]=1.[CH3:22]I>>[CH3:1][C:2]1[CH:11]=[C:10]2[C:5]([C:6](=[O:21])[N:7]3[C:14]4[CH:15]=[C:16]([CH3:20])[C:17]([CH3:19])=[CH:18][C:13]=4[N:12]([CH3:22])[C:8]3=[N:9]2)=[CH:4][CH:3]=1. Procedure details: 3,6,8,9-Tetramethylbenzimidazo[2,1-b]quinazolin-12(6H)-one is prepared with 3,8,9-trimethylbenzimidazo[2,1-b]quinazolin-12(6H)one and methyl iodide.